Dataset: the Open Reaction Database (ORD), a public repository of structured organic reaction records. Task: describe an organic reaction: reactants, conditions, products, and yield The reactants are CC=1SC=CC1C(CC1=C(C=C(C=C1)Cl)[N+](=O)[O-])NC (α-(2-methyl-3-thienyl)-N-methyl-4-chloro-2-nitrobenzeneethanamine), C(C)O (ethanol), Cl (hydrochloric acid). Reagents/catalysts: [Fe] (iron). Solvent: O (water). Yields the product Cl.Cl.NC1=C(C=CC(=C1)Cl)CC(NC)C1=C(SC=C1)C (2-Amino-4-chloro-N-methyl-α-(2-methyl-3-thienyl)benzeneethanamine dihydrochloride). RXN SMILES: [CH3:1][C:2]1[S:3][CH:4]=[CH:5][C:6]=1[CH:7]([NH:19][CH3:20])[CH2:8][C:9]1[CH:14]=[CH:13][C:12]([Cl:15])=[CH:11][C:10]=1[N+:16]([O-])=O.C(O)C.[ClH:24]>[Fe].O>[ClH:15].[ClH:24].[NH2:16][C:10]1[CH:11]=[C:12]([Cl:15])[CH:13]=[CH:14][C:9]=1[CH2:8][CH:7]([C:6]1[CH:5]=[CH:4][S:3][C:2]=1[CH3:1])[NH:19][CH3:20] |f:5.6.7|. Procedure: A mixture of 5.00 g of α-(2-methyl-3-thienyl)-N-methyl-4-chloro-2-nitrobenzeneethanamine, 9.32 g of iron powder, 100 ml of 95% ethanol, 25 ml of water, and 0.7 ml of concentrated hydrochloric acid was heated at reflux for 1.5 hr. The mixture was filtered through celite, and the organic phase was evaporated. The residue was basified with 10% aqueous sodium hydroxide, and extracted with dichloromethane. The combined organic phase was dried over anhydrous sodium sulfate, filtered and evaporated. Th...